Dataset: the Open Reaction Database (ORD), a public repository of structured organic reaction records. Task: describe an organic reaction: reactants, conditions, products, and yield The reactants are N1(CCCC1)S(=O)(=O)C1=C(C=CC=C1)CN (1-[2-(Pyrrolidin-1-ylsulfonyl)phenyl]methanamine), O1CCOCC1.Cl (hydrogen chloride-1,4-dioxane). The solvent is C(C)(=O)OCC (ethyl acetate). Run at time 1 hour. Product: Cl.N1(CCCC1)S(=O)(=O)C1=C(C=CC=C1)CN (1-[2-(pyrrolidin-1-ylsulfonyl)phenyl]methanamine hydrochloride). Reaction SMILES: [N:1]1([S:6]([C:9]2[CH:14]=[CH:13][CH:12]=[CH:11][C:10]=2[CH2:15][NH2:16])(=[O:8])=[O:7])[CH2:5][CH2:4][CH2:3][CH2:2]1.O1CCOCC1.[ClH:23]>C(OCC)(=O)C>[ClH:23].[N:1]1([S:6]([C:9]2[CH:14]=[CH:13][CH:12]=[CH:11][C:10]=2[CH2:15][NH2:16])(=[O:8])=[O:7])[CH2:2][CH2:3][CH2:4][CH2:5]1 |f:1.2,4.5|. Procedure details: (Step 3) 1-[2-(Pyrrolidin-1-ylsulfonyl)phenyl]methanamine obtained in Step 2 (3.88 g) was dissolved in ethyl acetate (32 ml), and 4N hydrogen chloride-1,4-dioxane solution (16 ml) was added at 0° C. The mixture was stirred at room temperature for 1 hr, and the precipitated crystals were collected by filtration, and washed with ethyl acetate to give 1-[2-(pyrrolidin-1-ylsulfonyl)phenyl]methanamine hydrochloride (4.07 g). The reactants are NC1=NC(=C(C(=N1)C=1OC=CC1)C#N)S(=O)C (2-amino-4-furan-2-yl-6-methanesulfinyl-pyrimidine-5-carbonitrile), Cl.NCC1NC2=CC=CC=C2CC1 (2-(aminomethyl)-1,2,3,4-tetrahydroquinoline hydrochloride), C1CCC2=NCCCN2CC1 (DBU). Run in COCCOC (DME). The product is NC1=NC(=C(C(=N1)C=1OC=CC1)C#N)NCC1NC2=CC=CC=C2CC1 ((RS)-2-Amino-4-furan-2-yl-6-[(1,2,3,4-tetrahydro-quinolin-2-ylmethyl)-amino]-pyrimidine-5-carbonitrile). RXN SMILES: [NH2:1][C:2]1[N:7]=[C:6]([C:8]2[O:9][CH:10]=[CH:11][CH:12]=2)[C:5]([C:13]#[N:14])=[C:4](S(C)=O)[N:3]=1.Cl.[NH2:19][CH2:20][CH:21]1[CH2:30][CH2:29][C:28]2[C:23](=[CH:24][CH:25]=[CH:26][CH:27]=2)[NH:22]1.C1CCN2C(=NCCC2)CC1>COCCOC>[NH2:1][C:2]1[N:7]=[C:6]([C:8]2[O:9][CH:10]=[CH:11][CH:12]=2)[C:5]([C:13]#[N:14])=[C:4]([NH:19][CH2:20][CH:21]2[CH2:30][CH2:29][C:28]3[C:23](=[CH:24][CH:25]=[CH:26][CH:27]=3)[NH:22]2)[N:3]=1 |f:1.2|. Reported procedure: From 2-amino-4-furan-2-yl-6-methanesulfinyl-pyrimidine-5-carbonitrile, 2-(aminomethyl)-1,2,3,4-tetrahydroquinoline hydrochloride and DBU in DME. ES-MS m/e (%): 347 (M+H+, 100).